Dataset: the Open Reaction Database (ORD), a public repository of structured organic reaction records. Task: describe an organic reaction: reactants, conditions, products, and yield Reactants: CN[C@](CC1=CNC2=CC=CC=C12)(C(=O)O)C (methyl α-methyl-D-tryptophan), C1OC=2C=C(C=CC2O1)CC(C(=O)O)CC1=CC2=C(C=C1)OCO2 (bis-(3,4-methylenedioxyphenylmethyl)acetic acid), C1CCC(CC1)N=C=NC2CCCCC2 (DCC), C=1C=CC2=C(C1)N=NN2O (HOBt). Run in CCOC(=O)C (EtOAc), CN(C)C=O (DMF). Conditions: time 3 day. The product is CC(C(=O)N[C@](CC1=CNC2=CC=CC=C12)(C(=O)O)C)(CC1=CC2=C(C=C1)OCO2)CC2=CC1=C(C=C2)OCO1 (Methyl bis-(3,4-methylenedioxyphenylmethyl)acetyl-(α-methyl-D-tryptophan)). The yield is 47.9%. RXN SMILES: [CH2:1]1[O:9][C:8]2[CH:7]=[CH:6][C:5]([CH2:10][CH:11]([CH2:15][C:16]3[CH:21]=[CH:20][C:19]4[O:22][CH2:23][O:24][C:18]=4[CH:17]=3)[C:12](O)=O)=[CH:4][C:3]=2[O:2]1.C1CCC(N=C=NC2CCCCC2)CC1.C1C=CC2N([OH:49])N=NC=2C=1.[CH3:50][NH:51][C@@:52]([CH3:66])([C:63]([OH:65])=[O:64])[CH2:53][C:54]1[C:62]2[C:57](=[CH:58][CH:59]=[CH:60][CH:61]=2)[NH:56][CH:55]=1>CN(C=O)C.CCOC(C)=O>[CH3:12][C:11]([CH2:10][C:5]1[CH:6]=[CH:7][C:8]2[O:9][CH2:1][O:2][C:3]=2[CH:4]=1)([CH2:15][C:16]1[CH:21]=[CH:20][C:19]2[O:22][CH2:23][O:24][C:18]=2[CH:17]=1)[C:50]([NH:51][C@@:52]([CH3:66])([C:63]([OH:65])=[O:64])[CH2:53][C:54]1[C:62]2[C:57](=[CH:58][CH:59]=[CH:60][CH:61]=2)[NH:56][CH:55]=1)=[O:49]. Reported procedure: A solution of 1.0 g (3.0 mmol) of bis-(3,4-methylenedioxyphenylmethyl)acetic acid in 20 mL DMF was treated with 0.68 g (3.3 mmol) of DCC and 0.45 g (3.3 mmol) of HOBt. A solution of 0.73 g (3.15 mmol) of methyl α-methyl-D-tryptophan in 20 mL EtOAc was then added and the solution left stirring for 3 days. The mixture was filtered and the solvent removed under reduced pressure. The residue was taken up in EtOAc and washed with 1N HCl, then saturated NaCl. Drying over MgSO4 and removal of the solve... Starting materials: NC1(CCCCC1)CO (1-aminocyclohexane-1-methanol), C(C1=CC=CC=C1)(C1=CC=CC=C1)O (benzhydrol). Product: NC1(CCCCC1)COC(C1=CC=CC=C1)C1=CC=CC=C1 (1-Amino-1-diphenylmethoxymethylcyclohexane), oil. The yield is 68.0%. RXN SMILES: [NH2:1][C:2]1([CH2:8][OH:9])[CH2:7][CH2:6][CH2:5][CH2:4][CH2:3]1.[CH:10](O)([C:17]1[CH:22]=[CH:21][CH:20]=[CH:19][CH:18]=1)[C:11]1[CH:16]=[CH:15][CH:14]=[CH:13][CH:12]=1>>[NH2:1][C:2]1([CH2:8][O:9][CH:10]([C:11]2[CH:16]=[CH:15][CH:14]=[CH:13][CH:12]=2)[C:17]2[CH:22]=[CH:21][CH:20]=[CH:19][CH:18]=2)[CH2:7][CH2:6][CH2:5][CH2:4][CH2:3]1. Procedure details: This was prepared as described in Preparation 1 using 1-aminocyclohexane-1-methanol and benzhydrol. The title compound was obtained as a pale yellow oil (2.02 g, 68%), which was characterised by its 1H-n.m.r. spectrum. Reactants: CO, [H][H], NC(=O)c1ccc(C(=O)OCc2ccccc2)cc1NC1CCCCC1. The product is NC(=O)c1ccc(C(=O)O)cc1NC1CCCCC1. RXN SMILES: [CH3:29][OH:30].[H:27][H:28].[NH2:1][C:2](=[O:3])[c:4]1[c:5]([NH:20][CH:21]2[CH2:22][CH2:23][CH2:24][CH2:25][CH2:26]2)[cH:6][c:7]([C:8](=[O:9])[O:10][CH2:11][c:12]2[cH:13][cH:14][cH:15][cH:16][cH:17]2)[cH:18][cH:19]1>>[NH2:1][C:2](=[O:3])[c:4]1[c:5]([NH:20][CH:21]2[CH2:22][CH2:23][CH2:24][CH2:25][CH2:26]2)[cH:6][c:7]([C:8](=[O:9])[OH:10])[cH:18][cH:19]1. The reactants are C(=O)(O)CCCCC1=CN(C2=CC=CC=C12)C=1C=NC=CC1 (3-(4-carboxybutyl)-N-(3-pyridyl)indole), S(=O)(=O)(N)N (sulfamide), O.C1(=CC=C(C=C1)S(=O)(=O)O)C (p-toluenesulfonic acid monohydrate), ice, S(=O)(Cl)Cl (thionyl chloride), Cl (hydrochloric acid). Solvent: S1(=O)(=O)CCCC1 (sulfolane). Product: C(#N)CCCCC1=CN(C2=CC=CC=C12)C=1C=NC=CC1 (3-(4-cyanobutyl)-N-(3-pyridyl)indole). RXN SMILES: [C:1]([CH2:4][CH2:5][CH2:6][CH2:7][C:8]1[C:16]2[C:11](=[CH:12][CH:13]=[CH:14][CH:15]=2)[N:10]([C:17]2[CH:18]=[N:19][CH:20]=[CH:21][CH:22]=2)[CH:9]=1)(O)=O.S(N)([NH2:26])(=O)=O.S(Cl)(Cl)=O.O.C1(C)C=CC(S(O)(=O)=O)=CC=1.Cl>S1(CCCC1)(=O)=O>[C:1]([CH2:4][CH2:5][CH2:6][CH2:7][C:8]1[C:16]2[C:11](=[CH:12][CH:13]=[CH:14][CH:15]=2)[N:10]([C:17]2[CH:18]=[N:19][CH:20]=[CH:21][CH:22]=2)[CH:9]=1)#[N:26] |f:3.4|. Reported procedure: A suspension of 26.6 g of 3-(4-carboxybutyl)-N-(3-pyridyl)indole and 10.5 g of sulfamide in 90 ml of sulfolane is treated with 11.42 g of thionyl chloride at room temperature under nitrogen. The mixture is heated at 120° until gas evolution ceases and solid p-toluenesulfonic acid monohydrate (1.71 g) is added carefully. After heating an additional 3 hours at 120°, the reaction mixture is cooled, poured onto 200 g of ice and acidified with 130 ml of 1N hydrochloric acid. The aqueous phase is sequ... Reactants: Cl (HCl), CC1(C2=CC=CC(=C2OC=2C(=CC=CC12)P(C1=CC=CC=C1)C1=CC=CC=C1)P(C1=CC=CC=C1)C1=CC=CC=C1)C ((9,9-dimethyl-9H-xanthene-4,5-diyl)bis(diphenylphosphine)), BrC=1C=C2C(=NNC(C2=CC1)=O)CC1=CC(=C(C=C1)F)C(=O)N1CCC(CC1)OC (6-bromo-4-(4-fluoro-3-(4-methoxypiperidine-1-carbonyl)benzyl)phthalazin-1(2H)-one), C1(=CC=CC=C1)C(=N)C1=CC=CC=C1 (diphenylmethanimine), C([O-])([O-])=O.[Cs+].[Cs+] (cesium carbonate). Solvent: O1CCOCC1 (dioxane). The product is NC=1C=C2C(=NNC(C2=CC1)=O)CC1=CC(=C(C=C1)F)C(=O)N1CCC(CC1)OC (6-amino-4-(4-fluoro-3-(4-methoxypiperidine-1-carbonyl)benzyl)phthalazin-1(2H)-one). RXN SMILES: Br[C:2]1[CH:3]=[C:4]2[C:9](=[CH:10][CH:11]=1)[C:8](=[O:12])[NH:7][N:6]=[C:5]2[CH2:13][C:14]1[CH:19]=[CH:18][C:17]([F:20])=[C:16]([C:21]([N:23]2[CH2:28][CH2:27][CH:26]([O:29][CH3:30])[CH2:25][CH2:24]2)=[O:22])[CH:15]=1.C1(C(C2C=CC=CC=2)=[NH:38])C=CC=CC=1.C(=O)([O-])[O-].[Cs+].[Cs+].CC1(C)C2C=CC=C(P(C3C=CC=CC=3)C3C=CC=CC=3)C=2OC2C1=CC=CC=2P(C1C=CC=CC=1)C1C=CC=CC=1.Cl>C(O[Pd]OC(=O)C)(=O)C.O1CCOCC1>[NH2:38][C:2]1[CH:3]=[C:4]2[C:9](=[CH:10][CH:11]=1)[C:8](=[O:12])[NH:7][N:6]=[C:5]2[CH2:13][C:14]1[CH:19]=[CH:18][C:17]([F:20])=[C:16]([C:21]([N:23]2[CH2:28][CH2:27][CH:26]([O:29][CH3:30])[CH2:25][CH2:24]2)=[O:22])[CH:15]=1 |f:2.3.4|. Reagents/catalysts: C(C)(=O)O[Pd]OC(C)=O (diacetoxypalladium). Yield: 13.9%. Reported procedure: 6-bromo-4-(4-fluoro-3-(4-methoxypiperidine-1-carbonyl)benzyl)phthalazin-1 (2H)-one (98) (0.2 g, 0.42 mmol), diphenylmethanimine (0.076 g, 0.42 mmol) and cesium carbonate (0.275 g, 0.84 mmol) were added to dioxane (15 mL) and the system was degassed using nitrogen. To this was added diacetoxypalladium (0.019 g, 0.08 mmol) and (9,9-dimethyl-9H-xanthene-4,5-diyl)bis(diphenylphosphine) (0.073 g, 0.13 mmol), the reaction was heated at 95° C. for 2 hours. The reaction mixture was quenched with water (... Run at temperature 95 celsius. Starting materials: C(C1=CC=CC=C1)(=O)NCC(=O)C=1SC=CC1 (N-benzoyl-N-[(2-thienylcarbonyl)methyl]amine), [H-].[Na+] (sodium hydride), BrCC(=O)OCC (ethyl bromoacetate). Yields the product C(C1=CC=CC=C1)(=O)NC(CC(=O)OCC)C(=O)C=1SC=CC1 (ethyl 3-benzoylamino-3-(2-thienylcarbonyl)propionate). Yield: 63.5%. Reaction SMILES: [C:1]([NH:9][CH2:10][C:11]([C:13]1[S:14][CH:15]=[CH:16][CH:17]=1)=[O:12])(=[O:8])[C:2]1[CH:7]=[CH:6][CH:5]=[CH:4][CH:3]=1.[H-].[Na+].Br[CH2:21][C:22]([O:24][CH2:25][CH3:26])=[O:23]>>[C:1]([NH:9][CH:10]([C:11]([C:13]1[S:14][CH:15]=[CH:16][CH:17]=1)=[O:12])[CH2:21][C:22]([O:24][CH2:25][CH3:26])=[O:23])(=[O:8])[C:2]1[CH:3]=[CH:4][CH:5]=[CH:6][CH:7]=1 |f:1.2|. Reported procedure: 4.0 g of N-benzoyl-N-[(2-thienylcarbonyl)methyl]amine, one g of 50% sodium hydride and 2.7 g of ethyl bromoacetate are treated in the same manner as described in Preparation 1-(4). 3.4 g of ethyl 3-benzoylamino-3-(2-thienylcarbonyl)propionate are obtained. The reactants are CC#CCO, [Cl-], CC(Oc1cc(Cl)ncn1)C1CC1, [H-], [NH4+], [Na+], C1CCOC1. The product is CC#CCOc1cc(OC(C)C2CC2)ncn1. Reaction SMILES: [CH2:3]([C:4]#[C:5][CH3:6])[OH:7].[Cl-:21].[Cl:8][c:9]1[n:10][cH:11][n:12][c:13]([O:15][CH:16]([CH3:17])[CH:18]2[CH2:19][CH2:20]2)[cH:14]1.[H-:1].[NH4+:22].[Na+:2].[O:23]1[CH2:24][CH2:25][CH2:26][CH2:27]1>>[CH2:3]([C:4]#[C:5][CH3:6])[O:7][c:9]1[n:10][cH:11][n:12][c:13]([O:15][CH:16]([CH3:17])[CH:18]2[CH2:19][CH2:20]2)[cH:14]1. The reactants are FC=1C=C(C(=CC1F)N)N (4,5-difluorobenzene-1,2-diamine), C(OCC)(OCC)OCC (triethyl orthoformate). Solvent: C(=O)O (formic acid). Reaction conditions: temperature 100 celsius. The product is FC1=CC2=C(NC=N2)C=C1F (5,6-difluoro-1H-benzo[d]imidazole). RXN SMILES: [F:1][C:2]1[CH:3]=[C:4]([NH2:10])[C:5]([NH2:9])=[CH:6][C:7]=1[F:8].[CH:11](OCC)(OCC)OCC>C(O)=O>[F:1][C:2]1[C:7]([F:8])=[CH:6][C:5]2[NH:9][CH:11]=[N:10][C:4]=2[CH:3]=1. Reported procedure: A stirred mixture of 4,5-difluorobenzene-1,2-diamine (1.40 g, 9.7 mmol) from the previous step, formic acid (2.0 mL), and triethyl orthoformate (20 mL) was heated at 100° C. for 1 h. The reaction mixture was cooled to rt and concentrated under reduced pressure. The residue was purified by silica gel flash chromatography eluting with 5% MeOH in DCM to afford 5,6-difluoro-1H-benzo[d]imidazole as (1.12 g, 75%) as a white solid. 1H NMR (300 MHz, CDCl3) δ 8.07 (s, 1H), 7.44 (m, 2H); LCMS (ESI) m/z 15...